From a dataset of the Open Reaction Database (ORD), a public repository of structured organic reaction records. describe an organic reaction: reactants, conditions, products, and yield Starting materials: C[Si](C)(C)CCOCCl, [H-], [Na+], CN(C)C=O, O, O=c1cc[nH]c(=O)[nH]1. Product: C[Si](C)(C)CCOCn1ccc(=O)[nH]c1=O. Reaction SMILES: [CH3:11][Si:12]([CH2:13][CH2:14][O:15][CH2:16][Cl:17])([CH3:18])[CH3:19].[H-:1].[Na+:2].[O:20]=[CH:21][N:22]([CH3:23])[CH3:24].[OH2:25].[nH:3]1[c:4](=[O:5])[nH:6][c:7](=[O:8])[cH:9][cH:10]1>>[n:3]1([CH2:16][O:15][CH2:14][CH2:13][Si:12]([CH3:11])([CH3:18])[CH3:19])[c:4](=[O:5])[nH:6][c:7](=[O:8])[cH:9][cH:10]1. Starting materials: CCCCCC=CCCCN(CC(OC)OC)C(=O)OCC1c2ccccc2-c2ccccc21, O=C(O)C(F)(F)F, O. Product: CCCCCC=CCCCN(CC=O)C(=O)OCC1c2ccccc2-c2ccccc21. RXN SMILES: [CH3:1][O:2][CH:3]([CH2:4][N:5]([C:6](=[O:7])[O:8][CH2:9][CH:10]1[c:11]2[cH:12][cH:13][cH:14][cH:15][c:16]2-[c:17]2[cH:18][cH:19][cH:20][cH:21][c:22]21)[CH2:23][CH2:24][CH2:25][CH:26]=[CH:27][CH2:28][CH2:29][CH2:30][CH2:31][CH3:32])[O:33][CH3:34].[F:35][C:36]([F:37])([F:38])[C:39]([OH:40])=[O:41].[OH2:42]>>[O:2]=[CH:3][CH2:4][N:5]([C:6](=[O:7])[O:8][CH2:9][CH:10]1[c:11]2[cH:12][cH:13][cH:14][cH:15][c:16]2-[c:17]2[cH:18][cH:19][cH:20][cH:21][c:22]21)[CH2:23][CH2:24][CH2:25][CH:26]=[CH:27][CH2:28][CH2:29][CH2:30][CH2:31][CH3:32]. Starting materials: BrC(CC(Cl)(Cl)Cl)(C)C1=CC(=NC(=C1)Cl)Cl (4-(1-bromo-3,3,3-trichloro-1-methylpropyl)-2,6-dichloropyridine), CC1(NC(CCC1)(C)C)C (2,2,6,6-tetramethylpiperidine), C(CCC)[Li] (n-butyllithium). Run in O1CCCC1 (tetrahydrofuran), CCCCCC (hexane), O1CCCC1 (tetrahydrofuran). Reaction conditions: temperature -75 celsius, time 2 hour. Yields the product ClC1=NC(=CC(=C1)C(CC(Cl)(Cl)Cl)=C)Cl (2,6-dichloro-4-(3,3,3-trichloro-1-methylenepropyl)pyridine). Reaction SMILES: CC1(C)CCCC(C)(C)N1.C([Li])CCC.Br[C:17]([C:24]1[CH:29]=[C:28]([Cl:30])[N:27]=[C:26]([Cl:31])[CH:25]=1)([CH3:23])[CH2:18][C:19]([Cl:22])([Cl:21])[Cl:20]>CCCCCC.O1CCCC1>[Cl:31][C:26]1[CH:25]=[C:24]([C:17](=[CH2:23])[CH2:18][C:19]([Cl:20])([Cl:21])[Cl:22])[CH:29]=[C:28]([Cl:30])[N:27]=1. Reported procedure: To a dried tetrahydrofuran solution of 4.03 g of 2,2,6,6-tetramethylpiperidine under N2 was added 17.8 ml of 1.6M n-butyllithium in hexane. The solution was cooled to -75° C. and a concentrated solution of 4-(1-bromo-3,3,3-trichloro-1-methylpropyl)-2,6-dichloropyridine in tetrahydrofuran was added to maintain ≤-65° C. The mixture was stirred at -65° C. for two hours and quenched with 20 mls of water. The organics were extracted with ether, dried (MgSO4), and concentrated in vacuo. The crude prod... Starting materials: C1(\C=C/C(=O)O1)=O (maleic anhydride). Run in C(C)(=O)O (acetic acid). Product: C(CCCCCCCCCCC(=O)OO)(=O)OO (di-peroxydodecanedioic acid). RXN SMILES: [C:1]1(=[O:7])[O:6][C:4](=O)[CH:3]=[CH:2]1>C(O)(=O)C>[C:1]([O:6][OH:6])(=[O:7])[CH2:2][CH2:3][CH2:4][CH2:4][CH2:3][CH2:2][CH2:1][CH2:4][CH2:3][CH2:2][C:1]([O:6][OH:7])=[O:7]. Reported procedure: a mixture of maleic anhydride, a urea-hydrogen peroxide complex and acetic acid; and Starting materials: C(C)(C)(C)C1=CC=C(C=C1)S(=O)(=O)NC1=C(C(=NC(=N1)N1CCOCC1)OCCC(=O)O)OC1=C(C=CC=C1)OC (3-[6-(4-t-butylphenylsulfonylamino)-5-(2-methoxyphenoxy)-2-morpholino-4-pyrimidinyloxy]propionic acid), C(C1=CC=CC=C1)O (benzyl alcohol). Procedure: The procedure described in Example 22 was repeated by use of 3-[6-(4-t-butylphenylsulfonylamino)-5-(2-methoxyphenoxy)-2-morpholino-4-pyrimidinyloxy]propionic acid and benzyl alcohol, to thereby obtain the title compound as a colorless oil. Reaction SMILES: [C:1]([C:5]1[CH:10]=[CH:9][C:8]([S:11]([NH:14][C:15]2[N:20]=[C:19]([N:21]3[CH2:26][CH2:25][O:24][CH2:23][CH2:22]3)[N:18]=[C:17]([O:27][CH2:28][CH2:29][C:30]([OH:32])=[O:31])[C:16]=2[O:33][C:34]2[CH:39]=[CH:38][CH:37]=[CH:36][C:35]=2[O:40][CH3:41])(=[O:13])=[O:12])=[CH:7][CH:6]=1)([CH3:4])([CH3:3])[CH3:2].[CH2:42](O)[C:43]1[CH:48]=[CH:47][CH:46]=[CH:45][CH:44]=1>>[C:1]([C:5]1[CH:6]=[CH:7][C:8]([S:11]([NH:14][C:15]2[N:20]=[C:19]([N:21]3[CH2:22][CH2:23][O:24][CH2:25][CH2:26]3)[N:18]=[C:17]([O:27][CH2:28][CH2:29][C:30]([O:32][CH2:42][C:43]3[CH:48]=[CH:47][CH:46]=[CH:45][CH:44]=3)=[O:31])[C:16]=2[O:33][C:34]2[CH:39]=[CH:38][CH:37]=[CH:36][C:35]=2[O:40][CH3:41])(=[O:13])=[O:12])=[CH:9][CH:10]=1)([CH3:4])([CH3:2])[CH3:3]. Yields the product C(C)(C)(C)C1=CC=C(C=C1)S(=O)(=O)NC1=C(C(=NC(=N1)N1CCOCC1)OCCC(=O)OCC1=CC=CC=C1)OC1=C(C=CC=C1)OC (benzyl 3-[6-(4-t-butylphenylsulfonylamino)-5-(2-methoxyphenoxy)-2-morpholino-4-pyrimidinyloxy]propionate). Reaction conditions: time 8 hour. Starting materials: [H-].[Na+] (Sodium hydride), CSC=1C=C(C=CC1)NC(CCCl)=O (N-(3-methylthiophenyl)-β-chloropropionamide), C1=CC=CC=C1 (benzene). RXN SMILES: [H-].[Na+].[CH3:3][S:4][C:5]1[CH:6]=[C:7]([NH:11][C:12](=[O:16])[CH2:13][CH2:14]Cl)[CH:8]=[CH:9][CH:10]=1.C1C=CC=CC=1>C(Cl)(Cl)(Cl)Cl>[CH3:3][S:4][C:5]1[CH:6]=[C:7]([N:11]2[CH2:14][CH2:13][C:12]2=[O:16])[CH:8]=[CH:9][CH:10]=1 |f:0.1|. Product: CSC=1C=C(C=CC1)N1C(CC1)=O (N-(3-methylthiophenyl)-2-azetidinone). Procedure details: Sodium hydride (0.1 mole; 57% dispersion in mineral oil) is charged into a glass reaction flask. The mineral oil is removed by washing the sodium hydride with benzene, and dimethyl sulfoxide (50 ml) is thereafter slowly added with stirring. The mixture is stirred until no more hydrogen gas evolves. A solution of N-(3-methylthiophenyl)-β-chloropropionamide (0.08 mole) in carbon tetrachloride (50 ml) is added dropwise to the reaction flask with stirring while maintaining the temperature of the rea... Run in C(Cl)(Cl)(Cl)Cl (carbon tetrachloride).